Dataset: the Open Reaction Database (ORD), a public repository of structured organic reaction records. Task: describe an organic reaction: reactants, conditions, products, and yield The reactants are C(C1=CC=CC=C1)ONC(=O)[C@@H](CCCC1=CC=CC=C1)[C@H](C(=O)NN1C(NC(NC1=O)=O)=O)CC(C)C (2(R)-[1(S)-(benzyloxycarbamoyl)-4-phenylbutyl]-4-methyl-N-(2,4,6-trioxo-1,3,5-triazin-1-yl)valeramide). The reagents and catalysts are [Pd] (palladium-on-carbon). Solvent: CO (methanol). Product: ONC(=O)[C@@H](CCCC1=CC=CC=C1)[C@H](C(=O)NN1C(NC(NC1=O)=O)=O)CC(C)C (2(R)-[1(S)-(Hydroxycarbamoyl)-4-phenylbutyl]-4-methyl-N-(2,4,6-trioxo-1,3,5-triazin-1-yl)valeramide). Yield: 23.3%. Reaction SMILES: C([O:8][NH:9][C:10]([C@H:12]([C@@H:22]([CH2:35][CH:36]([CH3:38])[CH3:37])[C:23]([NH:25][N:26]1[C:31](=[O:32])[NH:30][C:29](=[O:33])[NH:28][C:27]1=[O:34])=[O:24])[CH2:13][CH2:14][CH2:15][C:16]1[CH:21]=[CH:20][CH:19]=[CH:18][CH:17]=1)=[O:11])C1C=CC=CC=1>CO.[Pd]>[OH:8][NH:9][C:10]([C@H:12]([C@@H:22]([CH2:35][CH:36]([CH3:38])[CH3:37])[C:23]([NH:25][N:26]1[C:31](=[O:32])[NH:30][C:29](=[O:33])[NH:28][C:27]1=[O:34])=[O:24])[CH2:13][CH2:14][CH2:15][C:16]1[CH:21]=[CH:20][CH:19]=[CH:18][CH:17]=1)=[O:11]. Procedure: A solution of 0.544 g of 2(R)-[1(S)-(benzyloxycarbamoyl)-4-phenylbutyl]-4-methyl-N-(2,4,6-trioxo-1,3,5-triazin-1-yl)valeramide in 20 ml of methanol was hydrogenated in the presence of 0.05 g of 10% palladium-on-carbon for 5 hours. Filtration, evaporation, and trituration of the residue with diethyl ether gave 0.105 g of 2(R)-[1(S)-(Hydroxycarbamoyl)-4-phenylbutyl]-4-methyl-N-(2,4,6-trioxo-1,3,5-triazin-1-yl)valeramide in the form of a white solid. The reactants are CN(C)C=O, Fc1ccc(-c2cc3cccc(Cl)n3n2)cc1, ClCCl, O, O=P(Cl)(Cl)Cl. Yields the product O=Cc1c(-c2ccc(F)cc2)nn2c(Cl)cccc12. As a reaction SMILES: [CH3:1][N:2]([CH:3]=[O:4])[CH3:5].[Cl:11][c:12]1[cH:13][cH:14][cH:15][c:16]2[n:17]1[n:18][c:19](-[c:21]1[cH:22][cH:23][c:24]([F:27])[cH:25][cH:26]1)[cH:20]2.[Cl:29][CH2:30][Cl:31].[OH2:28].[P:6]([Cl:7])([Cl:8])([Cl:9])=[O:10]>>[CH:3](=[O:4])[c:20]1[c:16]2[cH:15][cH:14][cH:13][c:12]([Cl:11])[n:17]2[n:18][c:19]1-[c:21]1[cH:22][cH:23][c:24]([F:27])[cH:25][cH:26]1. Starting materials: Cn1cc(-c2cn(S(=O)(=O)c3ccccc3)c3ncc(C4=CCC5(CC4)OCCO5)cc23)cn1, CO, CCOC(C)=O, [OH-], [OH-], [Pd+2]. The product is Cn1cc(-c2cn(S(=O)(=O)c3ccccc3)c3ncc(C4CCC5(CC4)OCCO5)cc23)cn1. As a reaction SMILES: [CH3:1][n:2]1[n:3][cH:4][c:5](-[c:7]2[cH:8][n:9]([S:26](=[O:27])(=[O:28])[c:29]3[cH:30][cH:31][cH:32][cH:33][cH:34]3)[c:10]3[n:11][cH:12][c:13]([C:16]4=[CH:17][CH2:18][C:19]5([O:20][CH2:21][CH2:22][O:23]5)[CH2:24][CH2:25]4)[cH:14][c:15]23)[cH:6]1.[CH3:35][OH:36].[CH3:37][CH2:38][O:39][C:40]([CH3:41])=[O:42].[OH-:43].[OH-:44].[Pd+2:45]>>[CH3:1][n:2]1[n:3][cH:4][c:5](-[c:7]2[cH:8][n:9]([S:26](=[O:27])(=[O:28])[c:29]3[cH:30][cH:31][cH:32][cH:33][cH:34]3)[c:10]3[n:11][cH:12][c:13]([CH:16]4[CH2:17][CH2:18][C:19]5([O:20][CH2:21][CH2:22][O:23]5)[CH2:24][CH2:25]4)[cH:14][c:15]23)[cH:6]1.